From a dataset of the Open Reaction Database (ORD), a public repository of structured organic reaction records. describe an organic reaction: reactants, conditions, products, and yield Starting materials: CC(C)Cc1cc2c(C(F)(F)F)c(C#N)ccc2[nH]1, FC(F)(F)c1cc(-c2nc(CCl)no2)cc(C(F)(F)F)c1. Product: CC(C)Cc1cc2c(C(F)(F)F)c(C#N)ccc2n1Cc1noc(-c2cc(C(F)(F)F)cc(C(F)(F)F)c2)n1. RXN SMILES: [CH3:1][CH:2]([CH2:3][c:4]1[nH:5][c:6]2[cH:7][cH:8][c:9]([C:17]#[N:18])[c:10]([C:13]([F:14])([F:15])[F:16])[c:11]2[cH:12]1)[CH3:19].[F:20][C:21]([c:22]1[cH:23][c:24](-[c:32]2[n:33][c:34]([CH2:37][Cl:38])[n:35][o:36]2)[cH:25][c:26]([C:28]([F:29])([F:30])[F:31])[cH:27]1)([F:39])[F:40]>>[CH3:1][CH:2]([CH2:3][c:4]1[n:5]([CH2:37][c:34]2[n:33][c:32](-[c:24]3[cH:23][c:22]([C:21]([F:20])([F:39])[F:40])[cH:27][c:26]([C:28]([F:29])([F:30])[F:31])[cH:25]3)[o:36][n:35]2)[c:6]2[cH:7][cH:8][c:9]([C:17]#[N:18])[c:10]([C:13]([F:14])([F:15])[F:16])[c:11]2[cH:12]1)[CH3:19].